From a dataset of the Open Reaction Database (ORD), a public repository of structured organic reaction records. describe an organic reaction: reactants, conditions, products, and yield The reactants are ClC=1C=C(C=CC1Cl)SCCCCCCOC=1C=CC2=C(C(OC(N2)=O)(C)C)C1 (6-[6-(3,4-dichloro-phenylmercapto)-hexyloxy]-4,4-dimethyl-4H-3,1-benzoxazin-2-one), OO (hydrogen peroxide). Product: ClC=1C=C(C=CC1Cl)S(=O)CCCCCCOC=1C=CC2=C(C(OC(N2)=O)(C)C)C1 (6-[6-(3,4-Dichloro-phenylsulfinyl)-hexyloxy]-4,4-dimethyl-4H-3,1-benzoxazin-2-one). RXN SMILES: [Cl:1][C:2]1[CH:3]=[C:4]([S:9][CH2:10][CH2:11][CH2:12][CH2:13][CH2:14][CH2:15][O:16][C:17]2[CH:18]=[CH:19][C:20]3[NH:25][C:24](=[O:26])[O:23][C:22]([CH3:28])([CH3:27])[C:21]=3[CH:29]=2)[CH:5]=[CH:6][C:7]=1[Cl:8].[OH:30]O>>[Cl:1][C:2]1[CH:3]=[C:4]([S:9]([CH2:10][CH2:11][CH2:12][CH2:13][CH2:14][CH2:15][O:16][C:17]2[CH:18]=[CH:19][C:20]3[NH:25][C:24](=[O:26])[O:23][C:22]([CH3:27])([CH3:28])[C:21]=3[CH:29]=2)=[O:30])[CH:5]=[CH:6][C:7]=1[Cl:8]. Procedure details: Prepared analogously to Example 2 from 6-[6-(3,4-dichloro-phenylmercapto)-hexyloxy]-4,4-dimethyl-4H-3,1-benzoxazin-2-one and hydrogen peroxide. Product: C(=C)(C)C1=C(SC(=C1)C1=CC=C(C=C1)C(F)(F)F)C=O (3-Isopropenyl-5-(4-trifluoromethyl-phenyl)-thiophene-2-carbaldehyde). Reported procedure: To a mixture of 2-Formyl-5-(4-trifluoromethyl-phenyl)-thiophene-3-boronic acid (0.330 g, 1.10 mmole), 2-Bromo-propene (0.399 g, 3.30 mmole) and cesium fluoride (0.585 g, 3.85 mmole) in dioxane (5 mL), is bubbled with nitrogen gas for 15 minutes. The catalyst PdCl2 (dppf) (0.033 g) is then added to the mixture. The reaction is heated under reflux for 16 hours. The solvent is removed on rota vapor, and the resulting residue is partitioned between ethyl acetate (20 ml) and water (20 mL). The aqueou... Run in O1CCOCC1 (dioxane). RXN SMILES: [CH:1]([C:3]1[S:4][C:5]([C:11]2[CH:16]=[CH:15][C:14]([C:17]([F:20])([F:19])[F:18])=[CH:13][CH:12]=2)=[CH:6][C:7]=1B(O)O)=[O:2].Br[C:22]([CH3:24])=[CH2:23].[F-].[Cs+]>O1CCOCC1>[C:22]([C:7]1[CH:6]=[C:5]([C:11]2[CH:16]=[CH:15][C:14]([C:17]([F:20])([F:19])[F:18])=[CH:13][CH:12]=2)[S:4][C:3]=1[CH:1]=[O:2])([CH3:24])=[CH2:23] |f:2.3|. Reactants: C(=O)C=1SC(=CC1B(O)O)C1=CC=C(C=C1)C(F)(F)F (2-Formyl-5-(4-trifluoromethyl-phenyl)-thiophene-3-boronic acid), BrC(=C)C (2-Bromo-propene), [F-].[Cs+] (cesium fluoride). Yields the product CC1(C)C(C=C(F)C(=O)OCC(F)(F)F)C1C(=O)OC(C#N)c1cccc(Oc2ccccc2)c1. Starting materials: CC1(C)C(C=C(F)C(=O)O)C1C(=O)OC(C#N)c1cccc(Oc2ccccc2)c1, ClC(Cl)Cl, OCC(F)(F)F. As a reaction SMILES: [CH3:1][C:2]1([CH3:30])[CH:3]([C:11](=[O:12])[O:13][CH:14]([c:15]2[cH:16][c:17]([O:21][c:22]3[cH:23][cH:24][cH:25][cH:26][cH:27]3)[cH:18][cH:19][cH:20]2)[C:28]#[N:29])[CH:4]1[CH:5]=[C:6]([C:7]([OH:8])=[O:9])[F:10].[CH:37]([Cl:38])([Cl:39])[Cl:40].[F:31][C:32]([CH2:33][OH:34])([F:35])[F:36]>>[CH3:1][C:2]1([CH3:30])[CH:3]([C:11](=[O:12])[O:13][CH:14]([c:15]2[cH:16][c:17]([O:21][c:22]3[cH:23][cH:24][cH:25][cH:26][cH:27]3)[cH:18][cH:19][cH:20]2)[C:28]#[N:29])[CH:4]1[CH:5]=[C:6]([C:7](=[O:8])[O:9][CH2:33][C:32]([F:31])([F:35])[F:36])[F:10].